From a dataset of the Open Reaction Database (ORD), a public repository of structured organic reaction records. describe an organic reaction: reactants, conditions, products, and yield Starting materials: BrC1=CN=C2N1N=C(C=C2)NCCCC ((3-bromo-imidazo[1,2-b]pyridazin-6-yl)-butyl-amine), CC1(OB(OC1(C)C)C1=CC=C(C=C1)C1=NOC(N1)=O)C (3-(4-(4,4,5,5-tetramethyl-1,3,2-dioxaborolan-2-yl)phenyl)-1,2,4-oxadiazol-5(4H)-one). The product is C(CCC)NC=1C=CC=2N(N1)C(=CN2)C2=CC=C(C=C2)C2=NOC(N2)=O (3-[4-(6-butylamino-imidazo[1,2-b]pyridazin-3-yl)-phenyl]-4H-[1,2,4]oxadiazol-5-one). Yield: 25.3%. As a reaction SMILES: Br[C:2]1[N:6]2[N:7]=[C:8]([NH:11][CH2:12][CH2:13][CH2:14][CH3:15])[CH:9]=[CH:10][C:5]2=[N:4][CH:3]=1.CC1(C)C(C)(C)OB([C:24]2[CH:29]=[CH:28][C:27]([C:30]3[NH:34][C:33](=[O:35])[O:32][N:31]=3)=[CH:26][CH:25]=2)O1>>[CH2:12]([NH:11][C:8]1[CH:9]=[CH:10][C:5]2[N:6]([C:2]([C:24]3[CH:29]=[CH:28][C:27]([C:30]4[NH:34][C:33](=[O:35])[O:32][N:31]=4)=[CH:26][CH:25]=3)=[CH:3][N:4]=2)[N:7]=1)[CH2:13][CH2:14][CH3:15]. Reported procedure: Following the Suzuki coupling conditions described in example 5.6.45 from (3-bromo-imidazo[1,2-b]pyridazin-6-yl)-butyl-amine (213.1 mg, 0.8 mmol), and 3-(4-(4,4,5,5-tetramethyl-1,3,2-dioxaborolan-2-yl)phenyl)-1,2,4-oxadiazol-5(4H)-one (308.2 mg, 1.1 mmol) to provide 70.9 mg of 3-[4-(6-butylamino-imidazo[1,2-b]pyridazin-3-yl)-phenyl]-4H-[1,2,4]oxadiazol-5-one as white crystalline powder, mp. 253-254° C. (dec.). 1H NMR (400 MHz, DMSO-d6) δ ppm 0.96 (t, J=7.33 Hz, 3H) 1.44 (sxt, J=7.38 Hz, 2H) 1.65... Starting materials: S(=O)(=O)(C)OC(C(=C)OC)CC#C (3-mesyloxy-2-methoxy-1-hexen-5-yne), S(O)(O)(=O)=O (sulfuric acid). Run in CC(=O)C (acetone). Conditions: time 1.5 hour. Yields the product S(=O)(=O)(C)OC(C(C)=O)CC#C (3-mesyloxy-5-hexyn-2-one). Isolated yield 88.0%. As a reaction SMILES: [S:1]([O:5][CH:6]([CH2:11][C:12]#[CH:13])[C:7]([O:9]C)=[CH2:8])([CH3:4])(=[O:3])=[O:2].S(=O)(=O)(O)O>CC(C)=O>[S:1]([O:5][CH:6]([CH2:11][C:12]#[CH:13])[C:7](=[O:9])[CH3:8])([CH3:4])(=[O:2])=[O:3]. Procedure: To a solution of 3-mesyloxy-2-methoxy-1-hexen-5-yne (0.5 g) in acetone (1.5 ml) was added 20% sulfuric acid (1.5 ml) under ice-cooling and the mixture was stirred for 1.5 hours under the same conditions and then for 1.5 hours at room temperature. Acetone was evaporated in vacuo and the residue was extracted with methylene chloride. The extract was washed successively with water, aqueous sodium bicarbonate solution, and brine, dried over magnesium sulfate, and evaporated in vacuo to give 3-mesylo... Starting materials: C1COCCN1, C#CCNC(=O)Oc1ccc([N+](=O)[O-])cc1, ClCCl. Product: C#CCNC(=O)N1CCOCC1. As a reaction SMILES: [CH2:1]1[CH2:2][O:3][CH2:4][CH2:5][NH:6]1.[CH2:7]([C:8]#[CH:9])[NH:10][C:11]([O:12][c:14]1[cH:15][cH:16][c:17]([N+:18]([O-:19])=[O:20])[cH:21][cH:22]1)=[O:13].[Cl:23][CH2:24][Cl:25]>>[CH2:1]1[CH2:2][O:3][CH2:4][CH2:5][N:6]1[C:11]([NH:10][CH2:7][C:8]#[CH:9])=[O:12]. Starting materials: COC=1C=C(C=CC1)N1CCCC1 (1-(3-methoxy-phenyl)-pyrrolidine), B(Br)(Br)Br (BBr3), ice water. Run in ClCCl (dichloromethane). The product is N1(CCCC1)C=1C=C(C=CC1)O (3-Pyrrolidin-1-yl-phenol). The yield is 97.1%. Reaction SMILES: C[O:2][C:3]1[CH:4]=[C:5]([N:9]2[CH2:13][CH2:12][CH2:11][CH2:10]2)[CH:6]=[CH:7][CH:8]=1.B(Br)(Br)Br>ClCCl>[N:9]1([C:5]2[CH:4]=[C:3]([OH:2])[CH:8]=[CH:7][CH:6]=2)[CH2:10][CH2:11][CH2:12][CH2:13]1. Procedure: To a stirring solution of 1-(3-methoxy-phenyl)-pyrrolidine (354 mg, 2 mmol) in dichloromethane (30 ml) at 0° C. was added BBr3 (4.0 ml, 4 mmol, 1 M solution in dichloromethane) in a dropwise fashion. The resulting solution was stirred over night at room temperature and then poured into ice water (30 ml). The aqueous mixture was extracted with dichloromethane (3×). The combine organic layers were washed with brine (1×), dried over sodium sulfate, and filtered. The dichloromethane filtrate was con... Procedure details: The Suzuki coupling of (+,−) Cis propane-2-sulfonic acid [2-(4-iodo-phenyl)-cyclopentyl]-amide (710 mg, 1.81 mmol, prepared in example 17) and 2,4-difluorophenylboronic acid (285 mg, 1.81 mmol) was accomplished in a manner analogous to that described in example 27. The reaction was worked up in a manner analogous to example 3. Purification by silica chromatography using a Chromatotron® was achieved eluting with methylene chloride. Further purification was achieved by reverse phase C18 chromatogr... Yields the product FC1=C(C=CC(=C1)F)C1=CC=C(C=C1)[C@@H]1[C@@H](CCC1)NS(=O)(=O)C(C)C ((+,−) Cis Propane-2-sulfonic Acid [2-(2′,4′-difluoro-biphenyl-4-yl)-cyclopentyl]-amide). Yield: 31.0%. Starting materials: IC1=CC=C(C=C1)[C@@H]1[C@@H](CCC1)NS(=O)(=O)C(C)C ((+,−) Cis propane-2-sulfonic acid [2-(4-iodo-phenyl)-cyclopentyl]-amide), FC1=C(C=CC(=C1)F)B(O)O (2,4-difluorophenylboronic acid). RXN SMILES: I[C:2]1[CH:7]=[CH:6][C:5]([C@H:8]2[CH2:12][CH2:11][CH2:10][C@H:9]2[NH:13][S:14]([CH:17]([CH3:19])[CH3:18])(=[O:16])=[O:15])=[CH:4][CH:3]=1.[F:20][C:21]1[CH:26]=[C:25]([F:27])[CH:24]=[CH:23][C:22]=1B(O)O>>[F:20][C:21]1[CH:26]=[C:25]([F:27])[CH:24]=[CH:23][C:22]=1[C:2]1[CH:7]=[CH:6][C:5]([C@H:8]2[CH2:12][CH2:11][CH2:10][C@H:9]2[NH:13][S:14]([CH:17]([CH3:19])[CH3:18])(=[O:16])=[O:15])=[CH:4][CH:3]=1. Procedure details: The title compound was prepared from 1-acetyl-5-fluoro-3,3-dimethyl-2,3-dihydro-1H-indole-6-sulfonyl chloride (300 mg, 0.98 mmol), iodoethane (396 μL, 4.9 mmol), Na2SO3 (236 mg, 1.87 mmol), NaHCO3 (165 mg, 1.96 mmol) and TBABr (2 mg, 0.006 mmol) following similar methods to those described in Prep 64, to give the title compound (160 mg). 1H NMR (CDCl3): 8.67 (1H, d), 6.98 (1H, d), 3.86 (2H, s), 3.38-3.19 (2H, m), 2.22 (3H, s), 1.38 (6H, s), 1.34-1.27 (3H, m). Yield: 54.5%. Starting materials: C(C)(=O)N1CC(C2=CC(=C(C=C12)S(=O)(=O)Cl)F)(C)C (1-acetyl-5-fluoro-3,3-dimethyl-2,3-dihydro-1H-indole-6-sulfonyl chloride), ICC (iodoethane), [O-]S(=O)[O-].[Na+].[Na+] (Na2SO3), C(=O)(O)[O-].[Na+] (NaHCO3). RXN SMILES: [C:1]([N:4]1[C:12]2[C:7](=[CH:8][C:9]([F:17])=[C:10]([S:13](Cl)(=[O:15])=[O:14])[CH:11]=2)[C:6]([CH3:19])([CH3:18])[CH2:5]1)(=[O:3])[CH3:2].I[CH2:21][CH3:22].[O-]S([O-])=O.[Na+].[Na+].C([O-])(O)=O.[Na+]>CCCC[N+](CCCC)(CCCC)CCCC.[Br-]>[CH2:21]([S:13]([C:10]1[CH:11]=[C:12]2[C:7]([C:6]([CH3:19])([CH3:18])[CH2:5][N:4]2[C:1](=[O:3])[CH3:2])=[CH:8][C:9]=1[F:17])(=[O:15])=[O:14])[CH3:22] |f:2.3.4,5.6,7.8|. Yields the product C(C)S(=O)(=O)C1=C(C=C2C(CN(C2=C1)C(C)=O)(C)C)F (1-(6-Ethanesulfonyl-5-fluoro-3,3-dimethyl-2,3-dihydro-indol-1-yl)-ethanone). The reagents and catalysts are CCCC[N+](CCCC)(CCCC)CCCC.[Br-] (TBABr). Reactants: 28.4, O=C1NC=C2C(CCCC2=C1C#N)=O (2,3,5,6,7,8hexahydro-3,8-dioxo-4-isoquinolinecarbonitrile), Br (hydrobromic acid), C([O-])(O)=O.[Na+] (sodium bicarbonate). The product is C=1NC(C=C2CCCC(C12)=O)=O (2,3,5,6,7,8-hexahydro-3,8isoquinolinedione). RXN SMILES: [O:1]=[C:2]1[C:11](C#N)=[C:10]2[C:5]([C:6](=[O:14])[CH2:7][CH2:8][CH2:9]2)=[CH:4][NH:3]1.Br.C(=O)(O)[O-].[Na+]>>[CH:4]1[NH:3][C:2](=[O:1])[CH:11]=[C:10]2[C:5]=1[C:6](=[O:14])[CH2:7][CH2:8][CH2:9]2 |f:2.3|. Procedure: A solution of 28.4 parts of 2,3,5,6,7,8hexahydro-3,8-dioxo-4-isoquinolinecarbonitrile in 500 parts by volume of 48% hydrobromic acid is heated at the reflux temperature in the absence of light for about 7 hours, following which time the solvent is removed by distillation under reduced pressure. The resulting residue is partitioned between chloroform and aqueous sodium chloride and the layers are separated. The aqueous phase is extracted several times with chloroform, then combined with the origi...